Dataset: the Open Reaction Database (ORD), a public repository of structured organic reaction records. Task: describe an organic reaction: reactants, conditions, products, and yield Reactants: C(C1=CC=CC=C1)=O (benzaldehyde), C=C=O (ketene), C(C)(=O)[O-].[K+] (potassium acetate). Product: C(C=CC1=CC=CC=C1)(=O)O (cinnamic acid). Isolated yield 22.0%. RXN SMILES: [CH:1](=O)[C:2]1[CH:7]=[CH:6][CH:5]=[CH:4][CH:3]=1.C=C=O.[C:12]([O-:15])(=[O:14])[CH3:13].[K+]>>[C:12]([OH:15])(=[O:14])[CH:13]=[CH:1][C:2]1[CH:7]=[CH:6][CH:5]=[CH:4][CH:3]=1 |f:2.3|. Procedure details: It is also known that benzaldehyde and ketene can be reacted in the presence of potassium acetate to give a primary product from which about 22% of cinnamic acid is obtained (J.Am.Chem.Soc. 55, 275 (1933)). Under similar conditions, 30% of cinnamic acid and 70% of styrene were also obtained (Organic Synthesis, Volume I, 215 and 216 C. D. Hurd. C. L. Thomas, (1942)). The reactants are O(C1=CC=CC=C1)CC(=O)NC1[C@@H]2N(C(=C(CS2)OS(=O)(=O)CC)C(=O)OCC2=CC=C(C=C2)OC)C1=O (p-methoxybenzyl 7-phenoxyacetamido-3-ethylsulfonyloxy-3-cephem-4-carboxylate), C(C)NCC (diethylamine). Solvent: C1CCOC1 (THF). Product: O(C1=CC=CC=C1)CC(=O)NC1[C@@H]2N(C(=C(CS2)N(CC)CC)C(=O)OCC2=CC=C(C=C2)OC)C1=O (p-Methoxybenzyl 7-phenoxyacetamido-3-diethylamino-3-cephem-4-carboxylate). As a reaction SMILES: [O:1]([CH2:8][C:9]([NH:11][CH:12]1[C:37](=[O:38])[N:14]2[C:15]([C:25]([O:27][CH2:28][C:29]3[CH:34]=[CH:33][C:32]([O:35][CH3:36])=[CH:31][CH:30]=3)=[O:26])=[C:16](OS(CC)(=O)=O)[CH2:17][S:18][C@H:13]12)=[O:10])[C:2]1[CH:7]=[CH:6][CH:5]=[CH:4][CH:3]=1.[CH2:39]([NH:41][CH2:42][CH3:43])[CH3:40]>C1COCC1>[O:1]([CH2:8][C:9]([NH:11][CH:12]1[C:37](=[O:38])[N:14]2[C:15]([C:25]([O:27][CH2:28][C:29]3[CH:34]=[CH:33][C:32]([O:35][CH3:36])=[CH:31][CH:30]=3)=[O:26])=[C:16]([N:41]([CH2:42][CH3:43])[CH2:39][CH3:40])[CH2:17][S:18][C@H:13]12)=[O:10])[C:2]1[CH:3]=[CH:4][CH:5]=[CH:6][CH:7]=1. Procedure details: p-Methoxybenzyl 7-phenoxyacetamido-3-diethylamino-3-cephem-4-carboxylate is prepared with p-methoxybenzyl 7-phenoxyacetamido-3-ethylsulfonyloxy-3-cephem-4-carboxylate and diethylamine in THF.